Dataset: the Open Reaction Database (ORD), a public repository of structured organic reaction records. Task: describe an organic reaction: reactants, conditions, products, and yield Reactants: O(C1=CC=CC=C1)C=1C=C(C=CC1)O (3-phenoxyphenol), ClC(C(=O)NC(C)(C#CC)C)SC (2-chloro-2-methylthio-N-(2-methylpent-3-yn-2-yl)acetamide). Product: O(C1=CC=CC=C1)C=1C=C(OC(C(=O)NC(C)(C#CC)C)SC)C=CC1 (2-(3-phenoxyphenoxy)-2-methylthio-N-(2-methylpent-3-yn-2-yl)acetamide). As a reaction SMILES: [O:1]([C:8]1[CH:9]=[C:10]([OH:14])[CH:11]=[CH:12][CH:13]=1)[C:2]1[CH:7]=[CH:6][CH:5]=[CH:4][CH:3]=1.Cl[CH:16]([S:26][CH3:27])[C:17]([NH:19][C:20]([CH3:25])([C:22]#[C:23][CH3:24])[CH3:21])=[O:18]>>[O:1]([C:8]1[CH:9]=[C:10]([CH:11]=[CH:12][CH:13]=1)[O:14][CH:16]([S:26][CH3:27])[C:17]([NH:19][C:20]([CH3:21])([C:22]#[C:23][CH3:24])[CH3:25])=[O:18])[C:2]1[CH:3]=[CH:4][CH:5]=[CH:6][CH:7]=1. Reported procedure: In a similar procedure, 3-phenoxyphenol was reacted with 2-chloro-2-methylthio-N-(2-methylpent-3-yn-2-yl)acetamide to give 2-(3-phenoxyphenoxy)-2-methylthio-N-(2-methylpent-3-yn-2-yl)acetamide (Compound No. 4 of Table 1). The reactants are CCOC(=O)C1CCCC1=O, CN(C)CCN, CCO. Product: CCOC(=O)C1=C(NCCN(C)C)CCC1. As a reaction SMILES: [CH2:1]([CH3:2])[O:3][C:4](=[O:5])[CH:6]1[C:7](=[O:11])[CH2:8][CH2:9][CH2:10]1.[CH3:12][N:13]([CH2:14][CH2:15][NH2:16])[CH3:17].[CH3:18][CH2:19][OH:20]>>[CH2:1]([CH3:2])[O:3][C:4](=[O:5])[C:6]1=[C:7]([NH:16][CH2:15][CH2:14][N:13]([CH3:12])[CH3:17])[CH2:8][CH2:9][CH2:10]1. Starting materials: CC(=O)O, CCO, CC(C)(C)[N+](=O)[O-], [Zn], O=Cc1cccs1. Product: CC(C)(C)[N+]([O-])=Cc1cccs1. RXN SMILES: [CH3:15][C:16](=[O:17])[OH:18].[CH3:19][CH2:20][OH:21].[CH3:8][C:9]([CH3:10])([CH3:11])[N+:12](=[O:13])[O-:14].[Zn:22].[s:1]1[c:2]([CH:6]=[O:7])[cH:3][cH:4][cH:5]1>>[s:1]1[c:2]([CH:6]=[N+:12]([C:9]([CH3:8])([CH3:10])[CH3:11])[O-:13])[cH:3][cH:4][cH:5]1. Starting materials: CC(C=O)(CCCC)C (2,2-dimethyl-n-hexaldehyde), [Br-].[Mg+2].C#C.[Br-] (acetylene magnesium bromide). Product: CC(C(C#C)O)(CCCC)C (4,4-dimethyl-1-octyn-3-ol). Reaction SMILES: [CH3:1][C:2]([CH3:9])([CH2:5][CH2:6][CH2:7][CH3:8])[CH:3]=[O:4].[Br-].[Mg+2].[CH:12]#[CH:13].[Br-]>>[CH3:1][C:2]([CH3:9])([CH2:5][CH2:6][CH2:7][CH3:8])[CH:3]([OH:4])[C:12]#[CH:13] |f:1.2.3.4|. Reported procedure: The acetylenic alcohol intermediates are produced by reaction of the appropriate carbonyl compounds with an organometallic acetylene reagent, e.g. acetylene magnesium bromide. Typically, 2,2-dimethyl-n-hexaldehyde is contacted with acetylene magnesium bromide and the adduct hydrolyzed to afford 4,4-dimethyl-1-octyn-3-ol. The acetylenic alcohols in which the alcohol group is tertiary are obtained from the appropriate ketones. 2,2-Dimethyl-n-hexaldehyde, for example, is converted to 3,3-dimethyl-2...